Dataset: the Open Reaction Database (ORD), a public repository of structured organic reaction records. Task: describe an organic reaction: reactants, conditions, products, and yield Starting materials: ClCCCCBr, O=C([O-])[O-], [Cl-], Oc1c(Cl)cc(OCc2ccccc2)cc1Cl, [K+], [K+], [Na+], CN(C)C=O. Yields the product ClCCCCOc1c(Cl)cc(OCc2ccccc2)cc1Cl. As a reaction SMILES: [Br:18][CH2:19][CH2:20][CH2:21][CH2:22][Cl:23].[C:24](=[O:25])([O-:26])[O-:27].[Cl-:31].[Cl:1][c:2]1[c:3]([OH:17])[c:4]([Cl:16])[cH:5][c:6]([O:8][CH2:9][c:10]2[cH:11][cH:12][cH:13][cH:14][cH:15]2)[cH:7]1.[K+:28].[K+:29].[Na+:30].[O:32]=[CH:33][N:34]([CH3:35])[CH3:36]>>[Cl:1][c:2]1[c:3]([O:17][CH2:19][CH2:20][CH2:21][CH2:22][Cl:23])[c:4]([Cl:16])[cH:5][c:6]([O:8][CH2:9][c:10]2[cH:11][cH:12][cH:13][cH:14][cH:15]2)[cH:7]1. The reactants are Cl.ClC=1C=CC(=C(C[C@H]2CNC(CN(C2=O)C(=O)N[C@H](CCC)C2=CC(=C(C(=O)O)C=C2)[N+](=O)[O-])=NO)C1)OC (4-[(1R)-1-({[(6S)-6-(5-chloro-2-methoxybenzyl)-3-(hydroxyimino)-7-oxo-1,4-diazepan-1-yl]carbonyl}amino)butyl]-2-nitrobenzoic acid hydrochloride). Reagents/catalysts: [Zn] (zinc). The solvent is C(C)(=O)O (acetic acid). Run at time 4 hour. Yields the product NC1=C(C(=O)O)C=CC(=C1)[C@@H](CCC)NC(=O)N1CC(NC[C@@H](C1=O)CC1=C(C=CC(=C1)Cl)OC)=NO (2-amino-4-[(1R)-1-({[(6S)-6-(5-chloro-2-methoxybenzyl)-3-(hydroxyimino)-7-oxo-1,4-diazepan-1-yl]carbonyl}amino)butyl]benzoic acid). The yield is 69.2%. RXN SMILES: Cl.[Cl:2][C:3]1[CH:4]=[CH:5][C:6]([O:39][CH3:40])=[C:7]([CH:38]=1)[CH2:8][C@@H:9]1[C:15](=[O:16])[N:14]([C:17]([NH:19][C@@H:20]([C:24]2[CH:32]=[CH:31][C:27]([C:28]([OH:30])=[O:29])=[C:26]([N+:33]([O-])=O)[CH:25]=2)[CH2:21][CH2:22][CH3:23])=[O:18])[CH2:13][C:12](=[N:36][OH:37])[NH:11][CH2:10]1>[Zn].C(O)(=O)C>[NH2:33][C:26]1[CH:25]=[C:24]([C@H:20]([NH:19][C:17]([N:14]2[C:15](=[O:16])[C@@H:9]([CH2:8][C:7]3[CH:38]=[C:3]([Cl:2])[CH:4]=[CH:5][C:6]=3[O:39][CH3:40])[CH2:10][NH:11][C:12](=[N:36][OH:37])[CH2:13]2)=[O:18])[CH2:21][CH2:22][CH3:23])[CH:32]=[CH:31][C:27]=1[C:28]([OH:30])=[O:29] |f:0.1|. Procedure: To the compound 97 (1.74 g) in an acetic acid (35 ml) suspension, zinc powder (3.5 g) was added, and the mixture was stirred at room temperature for 4 hours. The insolubles were filtered out and the filtrate was concentrated in vacuo. To the residue, acetic acid (20 ml) was added, the mixture was stirred at 60° C. for 1 hour, then the insolubles were filtered out. The filtrate was concentrated in vacuo, the residue was diluted with chloroform-methanol-acetic acid (5:1:0.1) (20 ml), and tha mixtu... Reactants: Cl.NCC(=O)NC(C(=O)OCC)C(=O)OCC (diethyl 2-(glycylamino)malonate hydrochloride), [N-]=C=O.[K+] (potassium isocyanate). The solvent is C(C)(=O)O (acetic acid). Reaction conditions: time 10 minute. Yields the product C(N)(=O)NCC(=O)NC(C(=O)OCC)C(=O)OCC (diethyl 2-(N-carbamoylglycyl)aminomalonate). The yield is 57.1%. Reaction SMILES: Cl.[NH2:2][CH2:3][C:4]([NH:6][CH:7]([C:13]([O:15][CH2:16][CH3:17])=[O:14])[C:8]([O:10][CH2:11][CH3:12])=[O:9])=[O:5].[N-:18]=[C:19]=[O:20].[K+]>C(O)(=O)C>[C:19]([NH:2][CH2:3][C:4]([NH:6][CH:7]([C:13]([O:15][CH2:16][CH3:17])=[O:14])[C:8]([O:10][CH2:11][CH3:12])=[O:9])=[O:5])(=[O:20])[NH2:18] |f:0.1,2.3|. Reported procedure: To an aqueous solution of diethyl 2-(glycylamino)malonate hydrochloride (2.7 g) is added potassium isocyanate (1.6 g), and the mixture is stirred for 10 minutes. To the reaction mixture is added acetic acid (0.7 ml), and the mixture is further stirred for 5 hours. The reaction mixture is extracted with chloroform, and the extract is concentrated under reduced pressure. The residue is recrystallized from ethyl acetate to give diethyl 2-(N-carbamoylglycyl)aminomalonate (1.58 g), m.p. 140°-141.5° C... Starting materials: ClCCC(C)(C)NC(OC(C)(C)C)=O (tert-butyl (3-chloro-1,1-dimethyl-propyl)-carbamate), CN1C(N(CCC1)C)=O (1,3-dimethyl-3,4,5,6-tetrahydro-2(1H)-pyrimidone), ice water ethyl acetate, [H-].[Na+] (sodium hydride), IC=1NC=CN1 (iodoimidazole), CN1C(N(CCC1)C)=O (1,3-dimethyl-3,4,5,6-tetrahydro-2(1H)-pyrimidone). Reagents/catalysts: [I-].C(CCC)[N+](CCCC)(CCCC)CCCC (tetrabutylammonium iodide). Reaction conditions: temperature 0 celsius, time 1 hour. The product is IC=1N=CN(C1)CCC(C)(C)NC(OC(C)(C)C)=O (tert-butyl [3-(4-iodo-imidazol-1-yl)-1,1-dimethyl-propyl]-carbamate). Isolated yield 42.0%. As a reaction SMILES: [H-].[Na+].[I:3]C1NC=CN=1.Cl[CH2:10][CH2:11][C:12]([NH:15][C:16](=[O:22])[O:17][C:18]([CH3:21])([CH3:20])[CH3:19])([CH3:14])[CH3:13].C[N:24]1[CH2:29]CC[N:26]([CH3:30])[C:25]1=O>[I-].C([N+](CCCC)(CCCC)CCCC)CCC>[I:3][C:30]1[N:26]=[CH:25][N:24]([CH2:10][CH2:11][C:12]([NH:15][C:16](=[O:22])[O:17][C:18]([CH3:21])([CH3:20])[CH3:19])([CH3:14])[CH3:13])[CH:29]=1 |f:0.1,5.6|. Reported procedure: 0.556 g (22.0 mmol) sodium hydride were added batchwise to a solution of 3.88 g (20.0 mmol) iodoimidazole in 30 mL 1,3-dimethyl-3,4,5,6-tetrahydro-2(1H)-pyrimidone at 5° C. with vigorous stirring. After the development of gas had ended the reaction was stirred for 1 h at 0° C. and 4.44 g (20 mmol) tert-butyl (3-chloro-1,1-dimethyl-propyl)-carbamate in 5 mL 1,3-dimethyl-3,4,5,6-tetrahydro-2(1H)-pyrimidone and 0.739 g (2.00 mmol) tetrabutylammonium iodide were added. The reaction mixture was stirr... Starting materials: C(C1=CC=CC=C1)ONC(C[C@@H](CCCC1CCCCC1)C=1OC(=C(N1)C(=O)O)C)=O (2-((1R)-1-{2-[(benzyloxy)amino]-2-oxoethyl}-4-cyclohexylbutyl)5-methyl-1,3-oxazole-4-carboxylic acid), CN1CCOCC1 (N-methylmorpholine), O.ON1N=NC2=C1C=CC=C2 (1-hydroxybenzotriazole hydrate), Cl.CN(CCCN=C=NCC)C (1-(3-dimethylaminopropyl)-3-ethylcarbodiimide hydrochloride), Cl.COC(CN)=O (glycine methyl ester hydrochloride), CN1CCOCC1 (N-methylmorpholine). Run in ClCCl (dichloromethane), ClCCl (dichloromethane), ClCCl (dichloromethane). Run at time 18 hour. The product is C(C1=CC=CC=C1)ONC(C[C@@H](CCCC1CCCCC1)C=1OC(=C(N1)C(=O)NCC(=O)OC)C)=O (Methyl ({[2-((1R)-1 -{2-[(benzyloxy)amino]-2-oxoethyl}4-cyclohexylbutyl)-5-methyl-1,3-oxazol4-yl]carbonyl}amino)acetate). Isolated yield 60.4%. RXN SMILES: [CH2:1]([O:8][NH:9][C:10](=[O:31])[CH2:11][C@H:12]([C:22]1[O:23][C:24]([CH3:30])=[C:25]([C:27](O)=[O:28])[N:26]=1)[CH2:13][CH2:14][CH2:15][CH:16]1[CH2:21][CH2:20][CH2:19][CH2:18][CH2:17]1)[C:2]1[CH:7]=[CH:6][CH:5]=[CH:4][CH:3]=1.CN1CCOCC1.O.ON1C2C=CC=CC=2N=N1.Cl.CN(C)CCCN=C=NCC.Cl.[CH3:63][O:64][C:65](=[O:68])[CH2:66][NH2:67]>ClCCl>[CH2:1]([O:8][NH:9][C:10](=[O:31])[CH2:11][C@H:12]([C:22]1[O:23][C:24]([CH3:30])=[C:25]([C:27]([NH:67][CH2:66][C:65]([O:64][CH3:63])=[O:68])=[O:28])[N:26]=1)[CH2:13][CH2:14][CH2:15][CH:16]1[CH2:17][CH2:18][CH2:19][CH2:20][CH2:21]1)[C:2]1[CH:3]=[CH:4][CH:5]=[CH:6][CH:7]=1 |f:2.3,4.5,6.7|. Procedure: A solution 2-((1R)-1-{2-[(benzyloxy)amino]-2-oxoethyl}-4-cyclohexylbutyl)5-methyl-1,3-oxazole-4-carboxylic acid (Preparation 72) (230 mg, 0.53 mmol), N-methylmorpholine (61 l, 0.56 mmol), 1-hydroxybenzotriazole hydrate (68 mg, 0.53 mmol) and 1-(3-dimethylaminopropyl)-3-ethylcarbodiimide hydrochloride (107 mg, 0.56 mmol) in dichloromethane (10 ml) was treated with a solution of glycine methyl ester hydrochloride (70 mg, 0.56 mmol) and N-methylmorpholine (61 l, 0.56 mmol) in dichloromethane (2 ml)... Reactants: C(C)C=1OC2=C(C1C(=O)C1=CC=C(OCC(=O)OC)C=C1)C=CC=C2 (Methyl 4-(2-ethyl-3-benzofuroyl)phenoxyacetate), C(C)C=1OC2=C(C1C(=O)C1=CC=C(OCC(=O)OC)C=C1)C=CC=C2 (Methyl 4-(2-ethyl-3-benzofuroyl)phenoxyacetate), O.N (ammonia water), ClCC(=O)OC (methyl chloroacetate). The product is C(C)C=1OC2=C(C1C(=O)C1=CC=C(OCC(=O)N)C=C1)C=CC=C2 (4-(2-ethyl-3-benzofuroyl)phenoxyacetamide). As a reaction SMILES: ClCC(OC)=O.[CH2:7]([C:9]1[O:10][C:11]2[CH:31]=[CH:30][CH:29]=[CH:28][C:12]=2[C:13]=1[C:14]([C:16]1[CH:27]=[CH:26][C:19]([O:20][CH2:21][C:22](OC)=[O:23])=[CH:18][CH:17]=1)=[O:15])[CH3:8].O.[NH3:33]>>[CH2:7]([C:9]1[O:10][C:11]2[CH:31]=[CH:30][CH:29]=[CH:28][C:12]=2[C:13]=1[C:14]([C:16]1[CH:27]=[CH:26][C:19]([O:20][CH2:21][C:22]([NH2:33])=[O:23])=[CH:18][CH:17]=1)=[O:15])[CH3:8] |f:2.3|. Procedure details: According to the Procedure B of Example 1, the intermediate of the Example 3 was reacted with methyl chloroacetate. The resulting product methyl 4-(2-ethyl-benzofuroyl) phenoxyacetate (Compound 11) was treated with concentrated ammonia water 28%) 100 ml and was stirred under ice-cooled condition for three hours. The white powder thus obtained, after drying was recrystallized from methanol. The reactants are Cl (hydrogen chloride), C(C)(=O)NCC1=CC=CC(=N1)C=1N=C(SC1)N=C(N)N (4-(6-acetylaminomethylpyridin-2-yl)-2-(diaminomethyleneamino)thiazole), C(C)(C)OC(C)C (diisopropyl ether). The solvent is CO (methanol). Run at time 30 minute. The product is Cl.Cl.C(C)(=O)NCC1=CC=CC(=N1)C=1N=C(SC1)N=C(N)N (4-(6-acetylaminomethylpyridin-2-yl)-2-(diaminomethyleneamino)thiazole dihydrochloride). Reaction SMILES: [ClH:1].[C:2]([NH:5][CH2:6][C:7]1[N:12]=[C:11]([C:13]2[N:14]=[C:15]([N:18]=[C:19]([NH2:21])[NH2:20])[S:16][CH:17]=2)[CH:10]=[CH:9][CH:8]=1)(=[O:4])[CH3:3].C(OC(C)C)(C)C>CO>[ClH:1].[ClH:1].[C:2]([NH:5][CH2:6][C:7]1[N:12]=[C:11]([C:13]2[N:14]=[C:15]([N:18]=[C:19]([NH2:20])[NH2:21])[S:16][CH:17]=2)[CH:10]=[CH:9][CH:8]=1)(=[O:4])[CH3:3] |f:4.5.6|. Reported procedure: 4N-Dioxanic hydrogen chloride (48.0 ml) was added dropwise to a solution of 4-(6-acetylaminomethylpyridin-2-yl)-2-(diaminomethyleneamino)thiazole (18.6 g) in methanol (50 ml) at ambient temperature for 5 minutes. After the mixture was stirred at the same temperature for 30 minutes. To the mixture was added a diisopropyl ether and the isolated precipitate was collected by filtration. The precipitate was recrystallized from a mixture of methanol and diisopropyl ether to give 4-(6-acetylaminomethyl...